This data is from the Open Reaction Database (ORD), a public repository of structured organic reaction records. The task is: describe an organic reaction: reactants, conditions, products, and yield Reactants: COC(=O)CO, C=CCBr, [Cl-], [H-], [NH4+], [Na+], CN(C)C=O. Yields the product C=CCOCC(=O)OC. Reaction SMILES: [C:3]([CH2:4][OH:5])(=[O:6])[O:7][CH3:8].[CH2:9]([CH:10]=[CH2:11])[Br:12].[Cl-:13].[H-:1].[NH4+:14].[Na+:2].[O:15]=[CH:16][N:17]([CH3:18])[CH3:19]>>[C:3]([CH2:4][O:5][CH2:11][CH:10]=[CH2:9])(=[O:6])[O:7][CH3:8].